This data is from the Open Reaction Database (ORD), a public repository of structured organic reaction records. The task is: describe an organic reaction: reactants, conditions, products, and yield Reactants: CCOc1ccccc1O, c1ccc(CN2CC3OC3C2)cc1, ClCCl, Cl. Yields the product CCOc1ccccc1OC1CN(Cc2ccccc2)CC1O. As a reaction SMILES: [CH2:14]([CH3:15])[O:16][c:17]1[c:18]([OH:23])[cH:19][cH:20][cH:21][cH:22]1.[CH2:1]([c:2]1[cH:3][cH:4][cH:5][cH:6][cH:7]1)[N:8]1[CH2:9][CH:10]2[CH:11]([CH2:12]1)[O:13]2.[CH2:25]([Cl:26])[Cl:27].[ClH:24]>>[CH2:1]([c:2]1[cH:3][cH:4][cH:5][cH:6][cH:7]1)[N:8]1[CH2:9][CH:10]([OH:13])[CH:11]([O:23][c:18]2[c:17]([O:16][CH2:14][CH3:15])[cH:22][cH:21][cH:20][cH:19]2)[CH2:12]1. The reactants are O=C(O)C(=O)Cc1cc(OCCOCc2ccccc2)ccc1[N+](=O)[O-], CO, [Li+], [OH-]. Product: O=C(O)Cc1cc(OCCOCc2ccccc2)ccc1[N+](=O)[O-]. Reaction SMILES: [CH2:1]([c:2]1[cH:3][cH:4][cH:5][cH:6][cH:7]1)[O:8][CH2:9][CH2:10][O:11][c:12]1[cH:13][cH:14][c:15]([N+:24](=[O:25])[O-:26])[c:16]([CH2:18][C:19]([C:20]([OH:21])=[O:22])=[O:23])[cH:17]1.[CH3:29][OH:30].[Li+:27].[OH-:28]>>[CH2:1]([c:2]1[cH:3][cH:4][cH:5][cH:6][cH:7]1)[O:8][CH2:9][CH2:10][O:11][c:12]1[cH:13][cH:14][c:15]([N+:24](=[O:25])[O-:26])[c:16]([CH2:18][C:19]([OH:23])=[O:28])[cH:17]1. Reactants: Cl, CC(N)C(N)=O, CC(C)COC(=O)CCC=O. Yields the product CC1C(=O)NC2CCC(=O)N21. RXN SMILES: [ClH:1].[NH2:2][CH:3]([CH3:4])[C:5](=[O:6])[NH2:7].[O:8]=[CH:9][CH2:10][CH2:11][C:12]([O:13][CH2:14][CH:15]([CH3:16])[CH3:17])=[O:18]>>[N:2]12[CH:3]([CH3:4])[C:5](=[O:6])[NH:7][CH:12]1[CH2:11][CH2:10][C:9]2=[O:8]. Reactants: CC1=C(C)C(=O)C(C(CCCCCC(=O)Oc2ccc([N+](=O)[O-])cc2)c2ccccc2)=C(C)C1=O, ClCCl, c1ccc(CCN2CCNCC2)cc1. Product: CC1=C(C)C(=O)C(C(CCCCCC(=O)N2CCN(CCc3ccccc3)CC2)c2ccccc2)=C(C)C1=O. Reaction SMILES: [CH3:1][C:2]1=[C:3]([CH:12]([CH2:13][CH2:14][CH2:15][CH2:16][CH2:17][C:18](=[O:19])[O:20][c:21]2[cH:22][cH:23][c:24]([N+:25]([O-:26])=[O:27])[cH:28][cH:29]2)[c:30]2[cH:31][cH:32][cH:33][cH:34][cH:35]2)[C:4](=[O:11])[C:5]([CH3:10])=[C:6]([CH3:9])[C:7]1=[O:8].[Cl:50][CH2:51][Cl:52].[c:36]1([CH2:42][CH2:43][N:44]2[CH2:45][CH2:46][NH:47][CH2:48][CH2:49]2)[cH:37][cH:38][cH:39][cH:40][cH:41]1>>[CH3:1][C:2]1=[C:3]([CH:12]([CH2:13][CH2:14][CH2:15][CH2:16][CH2:17][C:18](=[O:19])[N:47]2[CH2:46][CH2:45][N:44]([CH2:43][CH2:42][c:36]3[cH:37][cH:38][cH:39][cH:40][cH:41]3)[CH2:49][CH2:48]2)[c:30]2[cH:31][cH:32][cH:33][cH:34][cH:35]2)[C:4](=[O:11])[C:5]([CH3:10])=[C:6]([CH3:9])[C:7]1=[O:8].